Dataset: the Open Reaction Database (ORD), a public repository of structured organic reaction records. Task: describe an organic reaction: reactants, conditions, products, and yield Starting materials: CC(C)(C)OC(=O)NCc1ccc(-c2cccc(Nc3ncnc(C#N)n3)c2)cc1, O=CO. Product: N#Cc1ncnc(Nc2cccc(-c3ccc(CN)cc3)c2)n1. RXN SMILES: [C:1]([O:2][C:3](=[O:4])[NH:7][CH2:8][c:9]1[cH:10][cH:11][c:12](-[c:15]2[cH:16][c:17]([NH:21][c:22]3[n:23][cH:24][n:25][c:26]([C:28]#[N:29])[n:27]3)[cH:18][cH:19][cH:20]2)[cH:13][cH:14]1)([CH3:5])([CH3:6])[CH3:30].[CH:31]([OH:32])=[O:33]>>[NH2:7][CH2:8][c:9]1[cH:10][cH:11][c:12](-[c:15]2[cH:16][c:17]([NH:21][c:22]3[n:23][cH:24][n:25][c:26]([C:28]#[N:29])[n:27]3)[cH:18][cH:19][cH:20]2)[cH:13][cH:14]1. Reactants: [H-].[H-].[H-].[H-].[Li+].[Al+3] (LiAlH4), Example 34, C1(CCCCCC1)OC1=CC=CC(=N1)[C@@H](CC#N)O ((R)-3-(6-(cycloheptyloxy)pyridin-2-yl)-3-hydroxypropanenitrile), N.CO.C(Cl)Cl (NH3 MeOH CH2Cl2). Product: NCC[C@@H](O)C1=NC(=CC=C1)OC1CCCCCC1 ((R)-3-amino-1-(6-(cycloheptyloxy)pyridin-2-yl)propan-1-ol). As a reaction SMILES: [H-].[H-].[H-].[H-].[Li+].[Al+3].[CH:7]1([O:14][C:15]2[N:20]=[C:19]([C@H:21]([OH:25])[CH2:22][C:23]#[N:24])[CH:18]=[CH:17][CH:16]=2)[CH2:13][CH2:12][CH2:11][CH2:10][CH2:9][CH2:8]1.N.CO.C(Cl)Cl>>[NH2:24][CH2:23][CH2:22][C@H:21]([C:19]1[CH:18]=[CH:17][CH:16]=[C:15]([O:14][CH:7]2[CH2:13][CH2:12][CH2:11][CH2:10][CH2:9][CH2:8]2)[N:20]=1)[OH:25] |f:0.1.2.3.4.5,7.8.9|. Reported procedure: LiAlH4 reduction of (R)-3-(6-(cycloheptyloxy)pyridin-2-yl)-3-hydroxypropanenitrile following the method described in Example 1 gave after flash chromatography purification (20%-30% 7N NH3/MeOH—CH2Cl2 gradient) Example 34 as a colorless oil. Yield (0.19 g, 14%); 1H NMR (400 MHz, DMSO-d6) δ 7.58 (t, J=8.0 Hz, 1H), 6.97 (d, J=7.2 Hz, 1H), 6.51 (d, J=8.0 Hz, 1H), 5.16-5.08 (m, 1H), 4.56-4.48 (m, 1H), 2.72-2.56 (m, 2H), 1.98-1.36 (m, 14H); RP-HPLC tR=7.98 min; ESI-MS m/z 265.2 [M+H]+. Procedure details: A mixture of 7-[(R)-1-(2,6-Dichloro-3-fluorophenyl)-ethoxy]-3-(1,2,3,6-tetrahydropyridin-4-yl)furo[3,2-c]pyridin-6-ylamine (150 mg, 0.36 mmol), (S)-2-Methylpyrrolidine-1,2-dicarboxylic acid 1-tert-butyl ester (98 mg, 0.43 mmol), TBTU (171 mg, 0.533 mmol), DIPEA (0.30 mL, 2.0 mmol) and DMF (10 mL) was stirred at 50° C. for 3 h. Reaction mixture was concentrated in vacuo, and the residue was taken up with DCM, washed with H2O, dried over sodium sulfate, filtered, and concentrated in vacuo. Purific... Product: NC1=C(C2=C(C=N1)C(=CO2)C=2CCN(CC2)C(=O)[C@]2(NCCC2)C)O[C@H](C)C2=C(C(=CC=C2Cl)F)Cl ([4-{6-Amino-7-[(1R)-1-(2,6-dichloro-3-fluorophenyl)ethoxy]furo[3,2-c]pyridin-3-yl}-3,6-dihydropyridin-1(2H)-yl][(2S)-2-methylpyrrolidin-2-yl]methanone). Reaction SMILES: [Cl:1][C:2]1[C:7]([F:8])=[CH:6][CH:5]=[C:4]([Cl:9])[C:3]=1[C@H:10]([O:12][C:13]1[C:14]2[O:22][CH:21]=[C:20]([C:23]3[CH2:24][CH2:25][NH:26][CH2:27][CH:28]=3)[C:15]=2[CH:16]=[N:17][C:18]=1[NH2:19])[CH3:11].C(OC([N:36]1[CH2:40][CH2:39][CH2:38][C@@:37]1([CH3:44])[C:41](O)=[O:42])=O)(C)(C)C.CN(C(ON1N=NC2C=CC=CC1=2)=[N+](C)C)C.[B-](F)(F)(F)F.CCN(C(C)C)C(C)C.Cl>O1CCOCC1.CN(C=O)C>[NH2:19][C:18]1[N:17]=[CH:16][C:15]2[C:20]([C:23]3[CH2:24][CH2:25][N:26]([C:41]([C@:37]4([CH3:44])[CH2:38][CH2:39][CH2:40][NH:36]4)=[O:42])[CH2:27][CH:28]=3)=[CH:21][O:22][C:14]=2[C:13]=1[O:12][C@@H:10]([C:3]1[C:4]([Cl:9])=[CH:5][CH:6]=[C:7]([F:8])[C:2]=1[Cl:1])[CH3:11] |f:2.3|. Reactants: ClC1=C(C(=CC=C1F)Cl)[C@@H](C)OC=1C2=C(C=NC1N)C(=CO2)C=2CCNCC2 (7-[(R)-1-(2,6-Dichloro-3-fluorophenyl)-ethoxy]-3-(1,2,3,6-tetrahydropyridin-4-yl)furo[3,2-c]pyridin-6-ylamine), C(C)(C)(C)OC(=O)N1[C@@](CCC1)(C(=O)O)C ((S)-2-Methylpyrrolidine-1,2-dicarboxylic acid 1-tert-butyl ester), CN(C)C(=[N+](C)C)ON1C2=C(C=CC=C2)N=N1.[B-](F)(F)(F)F (TBTU), CCN(C(C)C)C(C)C (DIPEA), Cl (HCl). Reaction conditions: temperature 50 celsius, time 3 hour. The solvent is CN(C)C=O (DMF), O1CCOCC1 (1,4-Dioxane), O1CCOCC1 (1,4-dioxane). The reactants are BrC=1C=C(C=NC1Cl)C(=O)O (5-bromo-6-chloro-3-pyridinecarboxylic acid), NC[C@@](O)(C1CC1)C ((S)-α-(aminomethyl)-α-methyl-cyclopropanemethanol), CC1=NOC(=C1)CO (3-methyl-5-isoxazolemethanol), ClC1=CC=C(C=C1)B(O)O ((4-chloro-phenyl)-boronic acid). The product is ClC1=CC=C(C=C1)C=1C(=NC=C(C(=O)NC[C@@](C)(O)C2CC2)C1)OCC1=CC(=NO1)C (5-(4-chloro-phenyl)-N-((S)-2-cyclopropyl-2-hydroxy-propyl)-6-(3-methyl-isoxazol-5-ylmethoxy)-nicotinamide). Reaction SMILES: Br[C:2]1[CH:3]=[C:4]([C:9]([OH:11])=O)[CH:5]=[N:6][C:7]=1Cl.[CH3:12][C:13]1[CH:17]=[C:16]([CH2:18][OH:19])[O:15][N:14]=1.[Cl:20][C:21]1[CH:26]=[CH:25][C:24](B(O)O)=[CH:23][CH:22]=1.[NH2:30][CH2:31][C@:32]([CH3:37])([CH:34]1[CH2:36][CH2:35]1)[OH:33]>>[Cl:20][C:21]1[CH:26]=[CH:25][C:24]([C:2]2[C:7]([O:19][CH2:18][C:16]3[O:15][N:14]=[C:13]([CH3:12])[CH:17]=3)=[N:6][CH:5]=[C:4]([CH:3]=2)[C:9]([NH:30][CH2:31][C@:32]([CH:34]2[CH2:36][CH2:35]2)([OH:33])[CH3:37])=[O:11])=[CH:23][CH:22]=1. Procedure details: The title compound was synthesized in analogy to Example 75, using 5-bromo-6-chloro-3-pyridinecarboxylic acid, 3-methyl-5-isoxazolemethanol, (4-chloro-phenyl)-boronic acid and (S)-α-(aminomethyl)-α-methyl-cyclopropanemethanol as starting materials to yield 5-(4-chloro-phenyl)-N-((S)-2-cyclopropyl-2-hydroxy-propyl)-6-(3-methyl-isoxazol-5-ylmethoxy)-nicotinamide, MS (ISP) 442.1 (M+H)+. Reactants: O (water), C(=O)([O-])[O-].[K+].[K+] (K2CO3), ICC(=O)N (iodoacetamide), C1=C(C=CC2=CC=CC=C12)C1=NNC2=NC=NC(=C21)N (3-(naphthalen-2-yl)-1H-pyrazolo[3,4-d]pyrimidin-4-amine). Run in CN(C)C=O (DMF). Conditions: temperature 60 celsius. Product: NC1=C2C(=NC=N1)N(N=C2C2=CC1=CC=CC=C1C=C2)CC(=O)N (2-(4-amino-3-(naphthalen-2-yl)-1H-pyrazolo[3,4-d]pyrimidin-1-yl)acetamide). As a reaction SMILES: [CH:1]1[C:10]2[C:5](=[CH:6][CH:7]=[CH:8][CH:9]=2)[CH:4]=[CH:3][C:2]=1[C:11]1[C:19]2[C:14](=[N:15][CH:16]=[N:17][C:18]=2[NH2:20])[NH:13][N:12]=1.C([O-])([O-])=O.[K+].[K+].I[CH2:28][C:29]([NH2:31])=[O:30].O>CN(C=O)C>[NH2:20][C:18]1[N:17]=[CH:16][N:15]=[C:14]2[N:13]([CH2:28][C:29]([NH2:31])=[O:30])[N:12]=[C:11]([C:2]3[CH:3]=[CH:4][C:5]4[C:10](=[CH:9][CH:8]=[CH:7][CH:6]=4)[CH:1]=3)[C:19]=12 |f:1.2.3|. Procedure: 3-(naphthalen-2-yl)-1H-pyrazolo[3,4-d]pyrimidin-4-amine (50 mg, 0.21 mmol) was dissolved in DMF (1.5 mL) and K2CO3 (110 mg, 0.8 mmol) and iodoacetamide (46 mg, 0.25 mmol) were added. The reaction was heated to 60° C. overnight, then cooled to RT and poured into water (30 mL). The precipitate was collected by filtration. ESI-MS (M+H)− m/z calcd 319.1, found 319.2. The reactants are Cl (HCl), C(C)(C)(C)OC(=O)N/C=1/C\C(=C/C2=C(\N1)C=C(C=C2)C2=CC=C(C=C2)C(=O)N2CCCC2)\C(=O)O ((1E,4E)-2-(tert-butoxycarbonylamino)-8-(4-(pyrrolidine-1-carbonyl)phenyl)-3H-benzo[b]azepine-4-carboxylic acid), [Si](C)(C)(C(C)(C)C)O[C@@H]1CNC[C@H]1O[Si](C)(C)C(C)(C)C ((3R,4R)-3,4-bis(tert-butyldimethylsilyloxy)pyrrolidin). The product is N/C=1/C\C(=C/C2=C(\N1)C=C(C=C2)C2=CC=C(C=C2)C(=O)N2CCCC2)\C(=O)N2C[C@H]([C@@H](C2)O)O ((4-((1E,4E)-2-amino-4-((3R,4R)-3,4-dihydroxypyrrolidine-1-carbonyl)-3H-benzo[b]azepin-8-yl)phenyl)(pyrrolidin-1-yl)methanone). RXN SMILES: Cl.C(OC([NH:9][C:10]1[CH2:11][C:12]([C:34](O)=[O:35])=[CH:13][C:14]2[CH:20]=[CH:19][C:18]([C:21]3[CH:26]=[CH:25][C:24]([C:27]([N:29]4[CH2:33][CH2:32][CH2:31][CH2:30]4)=[O:28])=[CH:23][CH:22]=3)=[CH:17][C:15]=2[N:16]=1)=O)(C)(C)C.[Si]([O:44][C@H:45]1[C@H:49]([O:50][Si](C(C)(C)C)(C)C)[CH2:48][NH:47][CH2:46]1)(C(C)(C)C)(C)C>>[NH2:9][C:10]1[CH2:11][C:12]([C:34]([N:47]2[CH2:48][C@@H:49]([OH:50])[C@H:45]([OH:44])[CH2:46]2)=[O:35])=[CH:13][C:14]2[CH:20]=[CH:19][C:18]([C:21]3[CH:22]=[CH:23][C:24]([C:27]([N:29]4[CH2:30][CH2:31][CH2:32][CH2:33]4)=[O:28])=[CH:25][CH:26]=3)=[CH:17][C:15]=2[N:16]=1. Reported procedure: The title compound was prepared by the procedures as described in Example 101 (Steps H and I) with conc. HCl instead of TFA using (1E,4E)-2-(tert-butoxycarbonylamino)-8-(4-(pyrrolidine-1-carbonyl)phenyl)-3H-benzo[b]azepine-4-carboxylic acid and (3R,4R)-3,4-bis(tert-butyldimethylsilyloxy)pyrrolidin. The reactants are N1CC(C1)NC(C1=C(C=C(C(=C1)OC)NC=1N=CC2=C(N(CC(C(N2C)=O)(F)F)C2CCCC2)N1)F)=O (N-(azetidin-3-yl)-4-(9-cyclopentyl-7,7-difluoro-5-methyl-6-oxo-6,7,8,9-tetrahydro-5H-pyrimido[4,5-b][1,4]diazepin-2-ylamino)-2-fluoro-5-methoxybenzamide), C(C)=O (acetaldehyde). Product: C1(CCCC1)N1C2=C(N(C(C(C1)(F)F)=O)C)C=NC(=N2)NC2=CC(=C(C(=O)NC1CN(C1)CC)C=C2OC)F (4-(9-cyclopentyl-7,7-difluoro-5-methyl-6-oxo-6,7,8,9-tetrahydro-5H-pyrimido[4,5-b][1,4]diazepin-2-ylamino)-N-(1-ethylazetidin-3-yl)-2-fluoro-5-methoxybenzamide). As a reaction SMILES: [NH:1]1[CH2:4][CH:3]([NH:5][C:6](=[O:37])[C:7]2[CH:12]=[C:11]([O:13][CH3:14])[C:10]([NH:15][C:16]3[N:17]=[CH:18][C:19]4[N:25]([CH3:26])[C:24](=[O:27])[C:23]([F:29])([F:28])[CH2:22][N:21]([CH:30]5[CH2:34][CH2:33][CH2:32][CH2:31]5)[C:20]=4[N:35]=3)=[CH:9][C:8]=2[F:36])[CH2:2]1.[CH:38](=O)[CH3:39]>>[CH:30]1([N:21]2[CH2:22][C:23]([F:28])([F:29])[C:24](=[O:27])[N:25]([CH3:26])[C:19]3[CH:18]=[N:17][C:16]([NH:15][C:10]4[C:11]([O:13][CH3:14])=[CH:12][C:7]([C:6]([NH:5][CH:3]5[CH2:2][N:1]([CH2:38][CH3:39])[CH2:4]5)=[O:37])=[C:8]([F:36])[CH:9]=4)=[N:35][C:20]2=3)[CH2:34][CH2:33][CH2:32][CH2:31]1. Reported procedure: The title compound was synthesized by following the Reductive Amination Procedure using N-(azetidin-3-yl)-4-(9-cyclopentyl-7,7-difluoro-5-methyl-6-oxo-6,7,8,9-tetrahydro-5H-pyrimido[4,5-b][1,4]diazepin-2-ylamino)-2-fluoro-5-methoxybenzamide and acetaldehyde. 1H NMR (400 MHz, DMSO-d6) δ ppm 0.87 (t, J=7.20 Hz, 3H) 1.61 (br. s., 6H) 1.96 (br. s., 2H) 2.40 (q, 2H) 2.88 (t, J=6.32 Hz, 2H) 3.52 (t, J=5.81 Hz, 2H) 3.91 (s, 3H) 4.08 (t, J=13.77 Hz, 2H) 4.33-4.48 (m, 1H) 4.71-4.89 (m, 1H) 7.20 (d, J=4.0... Starting materials: O=C(C=1C=CC=CC1C=2C=CC=CC2)N(C(C)C)C(C)C. The reagents and catalysts are O=C1C=CC=2C=CC=C(C3=CN=C(C=C3)C=4N=CC=CC4)C2N1, O1B(OC(C)(C)C1(C)C)B2OC(C)(C)C(O2)(C)C, [K].OC(C)(C)C, C[OH2+].C[OH2+].C1CC=CCCC=C1.C1CC=CCCC=C1.[Ir].[Ir]. Run in O1CCCC1. Conditions: temperature 80 celsius, time 12 hour. Product: O=C(C=1C=C(C=CC1C=2C=CC=CC2)B3OC(C)(C)C(O3)(C)C)N(C(C)C)C(C)C. Yield: 79.0%. Procedure details: In an argon filled glove box, a 5.0 mL wheaton microreactor was charged with [Ir(cod)(OMe)]2 (1.98 mg, 1.5 mol%), L1 ligand (2.1 mg, 3.5 mol%), B2pin2 (50.8 mg, 1.0 equiv.), KOtBu (1.0 mg, 4.5 mol%), and dry THF (1.0 mL). The reaction mixture was stirred for 2 minutes at room temperature. To this mixture, N,N-diisopropyl-[1,1'-biphenyl]-2-carboxamide (56.3 mg, 0.2 mmol) was added. The microreactor was capped with a teflon pressure cap and placed into preheated aluminum block at 80 oC. The reacti...